From a dataset of the Open Reaction Database (ORD), a public repository of structured organic reaction records. describe an organic reaction: reactants, conditions, products, and yield Starting materials: C(#N)C=1C=C(C2=C(N=C(O2)C2=CC=C(C(=O)NCOC(=O)N3CCOCCC3)C=C2)C1)C(C)C ({[4-(5-cyano-7-isopropyl-1,3-benzoxazol-2-yl)benzoyl]amino}methyl-1,4-oxazepane-4-carboxylate), CO (methanol). The reagents and catalysts are [Pd] (palladium on carbon). Conditions: time 8 hour. The product is C(#N)C=1C=C(C2=C(N=C(O2)C2=CC=C(C(=O)NC[C@@H]3CCNCCO3)C=C2)C1)C(C)C (4-(5-Cyano-7-isopropyl-1,3-benzoxazol-2-yl)-N-[(7S)-1,4-oxazepan-7-ylmethyl]benzamide). Yield: 83.0%. As a reaction SMILES: [C:1]([C:3]1[CH:4]=[C:5]([CH:32]([CH3:34])[CH3:33])[C:6]2[O:10][C:9]([C:11]3[CH:30]=[CH:29][C:14]([C:15]([NH:17][CH2:18]OC(N4CCCOCC4)=O)=[O:16])=[CH:13][CH:12]=3)=[N:8][C:7]=2[CH:31]=1)#[N:2].[CH3:35][OH:36]>[Pd]>[C:1]([C:3]1[CH:4]=[C:5]([CH:32]([CH3:34])[CH3:33])[C:6]2[O:10][C:9]([C:11]3[CH:12]=[CH:13][C:14]([C:15]([NH:17][CH2:18][C@H:5]4[O:36][CH2:35][CH2:9][NH:8][CH2:7][CH2:6]4)=[O:16])=[CH:29][CH:30]=3)=[N:8][C:7]=2[CH:31]=1)#[N:2]. Reported procedure: To a solution of benzyl(7S)-7-({[4-(5-cyano-7-isopropyl-1,3-benzoxazol-2-yl)benzoyl]amino}methyl-1,4-oxazepane-4-carboxylate (211 mg) in 30 ml methanol was added 10% palladium on carbon (40 mg). The mixture was stirred under an atmosphere of hydrogen (via balloon) overnight at room temperature. The mixture was then filtered through a small plug of Celite and concentrated in vacuo to provide the title compound (133 mg, 83%). Mass spectrum (ESI) 419.3 (M+1). Starting materials: CCOP(=O)(Cc1ccc(Nc2ncc(C(F)(F)F)c(Cl)n2)c(OC)c1)OCC, O=C(O)C(F)(F)F, CCOC(=O)C1CCC(c2ccc(N)c3c2CN(C)C3=O)CC1. Product: CCOC(=O)C1CCC(c2ccc(Nc3nc(Nc4ccc(CP(=O)(OCC)OCC)cc4OC)ncc3C(F)(F)F)c3c2CN(C)C3=O)CC1. RXN SMILES: [Cl:1][c:2]1[n:3][c:4]([NH:12][c:13]2[c:14]([O:28][CH3:29])[cH:15][c:16]([CH2:17][P:18]([O:19][CH2:20][CH3:21])([O:22][CH2:23][CH3:24])=[O:25])[cH:26][cH:27]2)[n:5][cH:6][c:7]1[C:8]([F:9])([F:10])[F:11].[F:53][C:54]([F:55])([F:56])[C:57]([OH:58])=[O:59].[NH2:30][c:31]1[cH:32][cH:33][c:34]([CH:42]2[CH2:43][CH2:44][CH:45]([C:48](=[O:49])[O:50][CH2:51][CH3:52])[CH2:46][CH2:47]2)[c:35]2[c:39]1[C:38](=[O:40])[N:37]([CH3:41])[CH2:36]2>>[c:2]1([NH:30][c:31]2[cH:32][cH:33][c:34]([CH:42]3[CH2:43][CH2:44][CH:45]([C:48](=[O:49])[O:50][CH2:51][CH3:52])[CH2:46][CH2:47]3)[c:35]3[c:39]2[C:38](=[O:40])[N:37]([CH3:41])[CH2:36]3)[n:3][c:4]([NH:12][c:13]2[c:14]([O:28][CH3:29])[cH:15][c:16]([CH2:17][P:18]([O:19][CH2:20][CH3:21])([O:22][CH2:23][CH3:24])=[O:25])[cH:26][cH:27]2)[n:5][cH:6][c:7]1[C:8]([F:9])([F:10])[F:11]. Starting materials: C1(=CC=CC=C1)C1=NC(=C2N1CCCN(C2)C(=O)OC(C)(C)C)C(=O)OCC (8-tert-butyl 1-ethyl 3-phenyl-6,7-dihydro-5H-imidazo[1,5-a][1,4]diazepine-1,8(9H)-dicarboxylate), C(=O)(C(F)(F)F)O (TFA). Solvent: C(Cl)Cl (DCM). Conditions: time 2 hour. The product is C1(=CC=CC=C1)C1=NC(=C2N1CCCNC2)C(=O)OCC (ethyl 3-phenyl-6,7,8,9-tetrahydro-5H-imidazo[1,5-a][1,4]diazepine-1-carboxylate). Isolated yield 141.5%. As a reaction SMILES: [C:1]1([C:7]2[N:11]3[CH2:12][CH2:13][CH2:14][N:15](C(OC(C)(C)C)=O)[CH2:16][C:10]3=[C:9]([C:24]([O:26][CH2:27][CH3:28])=[O:25])[N:8]=2)[CH:6]=[CH:5][CH:4]=[CH:3][CH:2]=1.C(O)(C(F)(F)F)=O>C(Cl)Cl>[C:1]1([C:7]2[N:11]3[CH2:12][CH2:13][CH2:14][NH:15][CH2:16][C:10]3=[C:9]([C:24]([O:26][CH2:27][CH3:28])=[O:25])[N:8]=2)[CH:2]=[CH:3][CH:4]=[CH:5][CH:6]=1. Procedure details: Intermediate 39A (1.22 g, 3.17 mmol) was dissolved in DCM (10 mL) and TFA (5 mL) was added. The resulting mixture was stirred for 2 hours. The mixture was concentrated, toluene was added and the mixture was concentrated again and dried under vacuum to give 1.28 g of intermediate 64A which was used in the next step without purification. LCMS (+ESI) m/z 286.1 [M+H]+ Reaction SMILES: [C:37](=[O:38])([O-:39])[O-:40].[CH3:1][O:2][C:3](=[O:4])[c:5]1[n:6][c:7]2[n:8]([c:9](=[O:15])[c:10]1[O:11][C:12]([CH3:13])=[O:14])[cH:16][cH:17][nH:18]2.[CH3:53][C:54]#[N:55].[Cl:44][CH2:45][CH2:46][N:47]1[CH2:48][CH2:49][O:50][CH2:51][CH2:52]1.[ClH:43].[K+:41].[K+:42].[O:19]1[CH2:20][CH2:21][O:22][CH2:23][CH2:24][O:25][CH2:26][CH2:27][O:28][CH2:29][CH2:30][O:31][CH2:32][CH2:33][O:34][CH2:35][CH2:36]1>>[CH3:1][O:2][C:3](=[O:4])[c:5]1[n:6][c:7]2[n:8]([c:9](=[O:15])[c:10]1[O:11][C:12]([CH3:13])=[O:14])[cH:16][cH:17][n:18]2[CH2:45][CH2:46][N:47]1[CH2:48][CH2:49][O:50][CH2:51][CH2:52]1. Product: COC(=O)c1nc2n(CCN3CCOCC3)ccn2c(=O)c1OC(C)=O. Reactants: O=C([O-])[O-], COC(=O)c1nc2[nH]ccn2c(=O)c1OC(C)=O, CC#N, ClCCN1CCOCC1, Cl, [K+], [K+], C1COCCOCCOCCOCCOCCO1.